From a dataset of the Open Reaction Database (ORD), a public repository of structured organic reaction records. describe an organic reaction: reactants, conditions, products, and yield Starting materials: BrC=1C=CC(=NC1)C (5-bromo-2-methyl-pyridine), OO (hydrogen peroxide), C(=O)([O-])[O-].[K+].[K+] (K2CO3), ice water. Run in C(Cl)Cl (CH2Cl2), C(C)(=O)O (acetic acid), C(Cl)Cl (CH2Cl2). Reaction conditions: temperature 50 celsius, time 18 hour. The product is BrC=1C=CC(=[N+](C1)[O-])C (5-bromo-2-methyl-pyridine N-oxide). The yield is 99.0%. RXN SMILES: [Br:1][C:2]1[CH:3]=[CH:4][C:5]([CH3:8])=[N:6][CH:7]=1.OO.C([O-])([O-])=[O:12].[K+].[K+]>C(Cl)Cl.C(O)(=O)C>[Br:1][C:2]1[CH:3]=[CH:4][C:5]([CH3:8])=[N+:6]([O-:12])[CH:7]=1 |f:2.3.4|. Reported procedure: A solution of 5-bromo-2-methyl-pyridine (1.47 g, 8.54 mmol) in CH2Cl2 (5 mL) was treated with a cold solution of 30% hydrogen peroxide (4.6 mL) in acetic acid (13.8 mL) at 0° C. The reaction mixture was stirred at 50° C. for 18 h and poured into ice water (5 mL). The resulting mixture was adjusted to pH=9 by addition of K2CO3. The mixture was stirred at rt for 15 min and diluted with CH2Cl2 (10 mL). The aqueous layer was extracted three times with CH2Cl2. The combined extracts were washed with b... Starting materials: ClCCl, CC1CN(c2ccc(F)cc2C(F)(F)F)CCN1S(=O)(=O)c1ccc(C2CCN(C(=O)OC(C)(C)C)CC2)s1, O=C(O)C(F)(F)F. The product is CC1CN(c2ccc(F)cc2C(F)(F)F)CCN1S(=O)(=O)c1ccc(C2CCNCC2)s1. Reaction SMILES: [Cl:40][CH2:41][Cl:42].[F:1][c:2]1[cH:3][c:4]([C:36]([F:37])([F:38])[F:39])[c:5]([N:8]2[CH2:9][CH:10]([CH3:35])[N:11]([S:14](=[O:15])(=[O:16])[c:17]3[cH:18][cH:19][c:20]([CH:22]4[CH2:23][CH2:24][N:25]([C:28]([O:29][C:30]([CH3:31])([CH3:32])[CH3:33])=[O:34])[CH2:26][CH2:27]4)[s:21]3)[CH2:12][CH2:13]2)[cH:6][cH:7]1.[F:43][C:44]([F:45])([F:46])[C:47]([OH:48])=[O:49]>>[F:1][c:2]1[cH:3][c:4]([C:36]([F:37])([F:38])[F:39])[c:5]([N:8]2[CH2:9][CH:10]([CH3:35])[N:11]([S:14](=[O:15])(=[O:16])[c:17]3[cH:18][cH:19][c:20]([CH:22]4[CH2:23][CH2:24][NH:25][CH2:26][CH2:27]4)[s:21]3)[CH2:12][CH2:13]2)[cH:6][cH:7]1. Reactants: Cl (HCl), O1CCOCC1 (dioxane), C(C)(C)(C)OC(=O)N1[C@H](C/C(/C1)=C/C(=O)OC)[C@@H]1[C@@H](N(C(O1)(C)C)C(C)=O)CC1=CC(=CC(=C1)F)F ((R)-2-[(4S,5S)-3-Acetyl-4-(3,5-difluoro-benzyl)-2,2-dimethyl-oxazolidin-5-yl]-4-[1-methoxycarbonyl-meth-(Z)-ylidene]-pyrrolidine-1-carboxylic acid tert-butyl ester). Run at time 8 hour. Yields the product Cl.COC(\C=C\1/CN[C@H](C1)[C@H]([C@H](CC1=CC(=CC(=C1)F)F)NC(C)=O)O)=O ([(R)-5-[(1R,2S)-2-Acetylamino-3-(3,5-difluoro-phenyl)-1-hydroxy-propyl]-pyrrolidin-(3Z)-ylidene]-acetic acid methyl ester hydrochloride). Yield: 93.0%. Reaction SMILES: [ClH:1].O1CCOCC1.C(OC([N:15]1[CH2:19]/[C:18](=[CH:20]\[C:21]([O:23][CH3:24])=[O:22])/[CH2:17][C@@H:16]1[C@H:25]1[O:29]C(C)(C)[N:27]([C:32](=[O:34])[CH3:33])[C@H:26]1[CH2:35][C:36]1[CH:41]=[C:40]([F:42])[CH:39]=[C:38]([F:43])[CH:37]=1)=O)(C)(C)C>>[ClH:1].[CH3:24][O:23][C:21](=[O:22])/[CH:20]=[C:18]1\[CH2:19][NH:15][C@@H:16]([C@@H:25]([OH:29])[C@@H:26]([NH:27][C:32](=[O:34])[CH3:33])[CH2:35][C:36]2[CH:41]=[C:40]([F:42])[CH:39]=[C:38]([F:43])[CH:37]=2)[CH2:17]\1 |f:3.4|. Procedure details: Add HCl 4M in dioxane (0.861 mL, 3.4 mmol) to (R)-2-[(4S,5S)-3-Acetyl-4-(3,5-difluoro-benzyl)-2,2-dimethyl-oxazolidin-5-yl]-4-[1-methoxycarbonyl-meth-(Z)-ylidene]-pyrrolidine-1-carboxylic acid tert-butyl ester (0.024 g, 0.046 mmol). Stir overnight. Concentrate under reduced pressure to provide the title compound (0.021 g, 93%). Reactants: C(#N)C[C@@H]1C[C@@H](OC(O1)(C)C)CC(=O)OC(C)C ((±)-cis-1-methylethyl 6-(cyanomethyl)-2,2-dimethyl-1,3-dioxane-4-acetate). Reagents/catalysts: [Pt](=O)=O (platinum dioxide). Solvent: C(C)(=O)O (acetic acid). Product: NCC[C@@H]1C[C@@H](OC(O1)(C)C)CC(=O)OC(C)C ((±)-cis-1-methylethyl 6-(2-aminoethyl)-2,2-dimethyl-1,3-dioxane-4-acetate). RXN SMILES: [C:1]([CH2:3][C@H:4]1[O:9][C:8]([CH3:11])([CH3:10])[O:7][C@@H:6]([CH2:12][C:13]([O:15][CH:16]([CH3:18])[CH3:17])=[O:14])[CH2:5]1)#[N:2]>C(O)(=O)C.[Pt](=O)=O>[NH2:2][CH2:1][CH2:3][C@H:4]1[O:9][C:8]([CH3:11])([CH3:10])[O:7][C@@H:6]([CH2:12][C:13]([O:15][CH:16]([CH3:18])[CH3:17])=[O:14])[CH2:5]1. Reported procedure: A mixture of (±)-cis-1-methylethyl 6-(cyanomethyl)-2,2-dimethyl-1,3-dioxane-4-acetate, 0.55 g, in glacial acetic acid is hydrogenated with platinum dioxide at 50 pounds per square inch (PSI). Concentration, dilution with ethyl acetate and bicarbonate wash, followed by washing with brine and drying provides 250 mg of (±)-cis-1-methylethyl 6-(2-aminoethyl)-2,2-dimethyl-1,3-dioxane-4-acetate. MS 260.1, 244.1 The reactants are solution, [Br-].S1C(=NC=C1)[Zn+] (2-thiazolylzinc bromide), BrC=1C(=C(SC1)C1=C(N=C2N1N=C(C=C2C(CC)CC)C)C)C (3-(4-bromo-3-methyl-thiophen-2-yl)-8-(1-ethyl-propyl)-2,6-dimethyl-imidazo[1,2-b]pyridazine). Reagents/catalysts: C1=CC=C(C=C1)P([C-]2C=CC=C2)C3=CC=CC=C3.C1=CC=C(C=C1)P([C-]2C=CC=C2)C3=CC=CC=C3.Cl[Pd]Cl.[Fe+2] (PdCl2(dppf)). The solvent is CCOC(=O)C (EtOAc). Conditions: temperature 65 celsius. Yields the product C(C)C(CC)C=1C=2N(N=C(C1)C)C(=C(N2)C)C=2SC=C(C2C)C=2SC=CN2 (8-(1-ethyl-propyl)-2,6-dimethyl-3-(3-methyl-4-thiazol-2-yl-thiophen-2-yl)-imidazo[1,2-b]pyridazine). The yield is 75.0%. Reaction SMILES: Br[C:2]1[C:3]([CH3:23])=[C:4]([C:7]2[N:11]3[N:12]=[C:13]([CH3:21])[CH:14]=[C:15]([CH:16]([CH2:19][CH3:20])[CH2:17][CH3:18])[C:10]3=[N:9][C:8]=2[CH3:22])[S:5][CH:6]=1.[Br-].[S:25]1[CH:29]=[CH:28][N:27]=[C:26]1[Zn+]>CCOC(C)=O.C1C=CC(P(C2C=CC=CC=2)[C-]2C=CC=C2)=CC=1.C1C=CC(P(C2C=CC=CC=2)[C-]2C=CC=C2)=CC=1.Cl[Pd]Cl.[Fe+2]>[CH2:17]([CH:16]([C:15]1[C:10]2[N:11]([C:7]([C:4]3[S:5][CH:6]=[C:2]([C:26]4[S:25][CH:29]=[CH:28][N:27]=4)[C:3]=3[CH3:23])=[C:8]([CH3:22])[N:9]=2)[N:12]=[C:13]([CH3:21])[CH:14]=1)[CH2:19][CH3:20])[CH3:18] |f:1.2,4.5.6.7|. Procedure details: To a flask containing 3-(4-bromo-3-methyl-thiophen-2-yl)-8-(1-ethyl-propyl)-2,6-dimethyl-imidazo[1,2-b]pyridazine (0.25 g, 0.64 mmol) and PdCl2(dppf) (0.023 g, 0.032 mmol) is added a 0.5 M solution of 2-thiazolylzinc bromide (3.82 mL, 1.91 mmol). The solution is heated at 65° C. overnight, diluted with EtOAc (30 mL), washed with sat. NH4Cl (25 mL), dried over MgSO4, filtered and concentrated. The residue is purified by ISCO (15%-20% EtOAc gradient) furnish the title compound (0.19 g, 0.48 mmol, ... Reactants: COC(C)=O, CCOC(C)=O, CO, CO[PH](=O)OC, CO, [Na]. Yields the product CCO, CO[PH](=O)OC. Reaction SMILES: [C:16]([O:17][CH3:18])(=[O:19])[CH3:20].[C:7]([CH3:8])(=[O:9])[O:10][CH2:11][CH3:12].[CH3:14][OH:15].[CH3:1][O:2][PH:3]([O:4][CH3:5])=[O:6].[CH3:21][OH:22].[Na:13]>>[CH2:7]([CH3:8])[OH:9].[CH3:1][O:2][PH:3]([O:4][CH3:5])=[O:6]. The reactants are CCOC(C)=O, CO, C[O-], Cl, N=C(N)N, [Na+], O, COC(=O)c1cccc(-c2ccccc2)c1. The product is Cl, NC(N)=NC(=O)c1cccc(-c2ccccc2)c1. As a reaction SMILES: [CH3:25][CH2:26][O:27][C:28](=[O:29])[CH3:30].[CH3:31][OH:32].[CH3:6][O-:7].[ClH:1].[NH2:2][C:3](=[NH:4])[NH2:5].[Na+:8].[OH2:33].[c:9]1(-[c:15]2[cH:16][c:17]([C:18](=[O:19])[O:20][CH3:21])[cH:22][cH:23][cH:24]2)[cH:10][cH:11][cH:12][cH:13][cH:14]1>>[ClH:1].[NH2:2][C:3](=[N:4][C:18]([c:17]1[cH:16][c:15](-[c:9]2[cH:10][cH:11][cH:12][cH:13][cH:14]2)[cH:24][cH:23][cH:22]1)=[O:19])[NH2:5]. Starting materials: C(=O)(O)C1=CC=C(C=C1)C1CCN(CC1)C(=O)OC(C)(C)C (tert-butyl 4-(4-carboxyphenyl)-piperidine-1-carboxylate), C(C)(C)O (isopropanol), C(=O)(C=1NC=CN1)C=1NC=CN1 (carbonyl diimidazole), Cl.Cl.NC1=C(C(=O)N)C=CC=C1N (2,3-diaminobenzamide dihydrochloride). Run in N1=CC=CC=C1 (pyridine), CN(C)C=O (DMF). Reaction conditions: temperature 0 celsius, time 1 hour. Product: NC1=C(C=CC=C1C(N)=O)NC(=O)C1=CC=C(C=C1)C1CCN(CC1)C(=O)OC(C)(C)C (tert-butyl 4-(4-(2-amino-3-carbamoylphenylcarbamoyl)phenyl)piperidine-1-carboxylate). RXN SMILES: [C:1]([C:4]1[CH:9]=[CH:8][C:7]([CH:10]2[CH2:15][CH2:14][N:13]([C:16]([O:18][C:19]([CH3:22])([CH3:21])[CH3:20])=[O:17])[CH2:12][CH2:11]2)=[CH:6][CH:5]=1)(O)=[O:2].C(C1NC=CN=1)(C1NC=CN=1)=O.Cl.Cl.[NH2:37][C:38]1[C:46]([NH2:47])=[CH:45][CH:44]=[CH:43][C:39]=1[C:40]([NH2:42])=[O:41].C(O)(C)C>N1C=CC=CC=1.CN(C=O)C>[NH2:37][C:38]1[C:39]([C:40](=[O:41])[NH2:42])=[CH:43][CH:44]=[CH:45][C:46]=1[NH:47][C:1]([C:4]1[CH:9]=[CH:8][C:7]([CH:10]2[CH2:15][CH2:14][N:13]([C:16]([O:18][C:19]([CH3:20])([CH3:22])[CH3:21])=[O:17])[CH2:12][CH2:11]2)=[CH:6][CH:5]=1)=[O:2] |f:2.3.4|. Procedure: A solution of tert-butyl 4-(4-carboxyphenyl)-piperidine-1-carboxylate (1 g) in pyridine (3 mL) and DMF (3 mL) at 40° C. was stirred for 30 minutes, treated with carbonyl diimidazole (CDI, 0.55 g), stirred for 1 hour, treated with 2,3-diaminobenzamide dihydrochloride (synthesized as described in U.S. Pat. No. 6,737,421, 0.73 g), stirred for 1 hour at ambient temperature, treated with isopropanol, (10 mL), cooled for 18 hours at 0° C. and filtered. The filtrant was dissolved in water (10 mL), trea...